From a dataset of the Open Reaction Database (ORD), a public repository of structured organic reaction records. describe an organic reaction: reactants, conditions, products, and yield Reactants: COC=1C=C(C(=O)O)C=C(C1OC)OC (3,4,5-trimethoxybenzoic acid), ClCC(=O)OC(CCl)=O (monochloroacetic anhydride), S1C=CC=C1 (thiophene). Run in ClC(C)Cl (dichloroethane). Conditions: temperature 65 celsius, time 6 hour. Yields the product COC=1C=C(C(=O)C=2SC=CC2)C=C(C1OC)OC (2-(3,4,5-trimethoxybenzoyl)thiophene). Yield: 41.5%. RXN SMILES: [CH3:1][O:2][C:3]1[CH:4]=[C:5]([CH:9]=[C:10]([O:14][CH3:15])[C:11]=1[O:12][CH3:13])[C:6]([OH:8])=O.ClCC(OC(=O)CCl)=O.[S:25]1[CH:29]=[CH:28][CH:27]=[CH:26]1>ClC(Cl)C>[CH3:15][O:14][C:10]1[CH:9]=[C:5]([CH:4]=[C:3]([O:2][CH3:1])[C:11]=1[O:12][CH3:13])[C:6]([C:26]1[S:25][CH:29]=[CH:28][CH:27]=1)=[O:8]. Reported procedure: In 50 ml of dichloroethane were dissolved 10.6 g (0.05 mole) of 3,4,5-trimethoxybenzoic acid and 9.83 g (0.0575 mole) of monochloroacetic anhydride. To the resulting solution were added 5.47 g (0.065 mole) of thiophene and 0.71 g of boron trifluoride-diethyl ether complex and the resulting mixture was then stirred at 65° C. for 6 hours. After completion of the reaction, the reaction solution was cooled and washed successively with water, 5% aqueous sodium carbonate solution and water. The organi... Starting materials: CO (methanol), C(C)(C)(C)OC(=O)NC(CC1=CC=CC=C1)P(OCC)(=O)C(CC1=CC=CC=C1)NC(=O)OC(C)(C)C (Ethyl bis(N-tert-butoxycarbonyl-1-amino-2-phenylethyl)phosphinate), Cl (hydrochloric acid), C1(=CC=CC=C1)C (toluene). Product: Cl.NC(CC1=CC=CC=C1)P(O)(=O)C(CC1=CC=CC=C1)N (Bis(1-amino-2-phenylethyl)phosphinic acid hydrochloride). Isolated yield 93.0%. As a reaction SMILES: C(OC([NH:8][CH:9]([P:17]([CH:22]([NH:30]C(OC(C)(C)C)=O)[CH2:23][C:24]1[CH:29]=[CH:28][CH:27]=[CH:26][CH:25]=1)(=[O:21])[O:18]CC)[CH2:10][C:11]1[CH:16]=[CH:15][CH:14]=[CH:13][CH:12]=1)=O)(C)(C)C.CO.C1(C)C=CC=CC=1.[ClH:47]>>[ClH:47].[NH2:8][CH:9]([P:17]([CH:22]([NH2:30])[CH2:23][C:24]1[CH:29]=[CH:28][CH:27]=[CH:26][CH:25]=1)(=[O:18])[OH:21])[CH2:10][C:11]1[CH:12]=[CH:13][CH:14]=[CH:15][CH:16]=1 |f:4.5|. Procedure details: A solution of the bisalkylated phosphinic acid ester 10 (170 mg, 0.32 mmol) in 37% aqueous hydrochloric acid (20 ml) is heated to a temperature of about 100° C. for 6 hours. After concentration of the reaction solution under reduced pressure and repeated coevaporation with methanol and toluene, the phosphinic acid hydrochloride 16 (101 mg, 93% of theory) is obtained. The reactants are CCO, COc1cc([N+](=O)[O-])ccc1S(C)(=N)=O. Product: COc1cc(N)ccc1S(C)(=N)=O. Reaction SMILES: [CH3:16][CH2:17][OH:18].[CH3:1][O:2][c:3]1[c:4]([S:12](=[O:13])(=[NH:14])[CH3:15])[cH:5][cH:6][c:7]([N+:9]([O-:10])=[O:11])[cH:8]1>>[CH3:1][O:2][c:3]1[c:4]([S:12](=[O:13])(=[NH:14])[CH3:15])[cH:5][cH:6][c:7]([NH2:9])[cH:8]1. Reactants: CS(C)=O, CCN(C(C)C)C(C)C, CN1CCC(c2nc3cc(-c4ccc(Cl)cc4Cl)nc(Cl)n3n2)CC1, Cl, Cl, Cl, N#Cc1ccc(NCCN)nc1. Yields the product CN1CCC(c2nc3cc(-c4ccc(Cl)cc4Cl)nc(NCCNc4ccc(C#N)cn4)n3n2)CC1. As a reaction SMILES: [CH3:50][S:51]([CH3:52])=[O:53].[CH:41]([N:42]([CH2:43][CH3:44])[CH:45]([CH3:46])[CH3:47])([CH3:48])[CH3:49].[Cl:2][c:3]1[n:4][c:5](-[c:19]2[c:20]([Cl:26])[cH:21][c:22]([Cl:25])[cH:23][cH:24]2)[cH:6][c:7]2[n:8]1[n:9][c:10]([CH:12]1[CH2:13][CH2:14][N:15]([CH3:18])[CH2:16][CH2:17]1)[n:11]2.[ClH:1].[ClH:27].[ClH:28].[NH2:29][CH2:30][CH2:31][NH:32][c:33]1[n:34][cH:35][c:36]([C:37]#[N:38])[cH:39][cH:40]1>>[c:3]1([NH:29][CH2:30][CH2:31][NH:32][c:33]2[n:34][cH:35][c:36]([C:37]#[N:38])[cH:39][cH:40]2)[n:4][c:5](-[c:19]2[c:20]([Cl:26])[cH:21][c:22]([Cl:25])[cH:23][cH:24]2)[cH:6][c:7]2[n:8]1[n:9][c:10]([CH:12]1[CH2:13][CH2:14][N:15]([CH3:18])[CH2:16][CH2:17]1)[n:11]2. Reactants: ClC1=CC=C(C=C1)Cl (1,4-dichlorobenzene), aqueous solution, aqueous solution, C[S-].[Na+] (sodium thiomethoxide). The reagents and catalysts are [Br-].C(CCC)[P+](CCCC)(CCCC)CCCC (tetra-n-butylphosphonium bromide). Yields the product CSC1=CC=C(C=C1)Cl (1-methylthio-4-chlorobenzene). As a reaction SMILES: [Cl:1][C:2]1[CH:7]=[CH:6][C:5](Cl)=[CH:4][CH:3]=1.[CH3:9][S-:10].[Na+]>[Br-].C([P+](CCCC)(CCCC)CCCC)CCC>[CH3:9][S:10][C:5]1[CH:6]=[CH:7][C:2]([Cl:1])=[CH:3][CH:4]=1 |f:1.2,3.4|. Reported procedure: A 4-necked, 1-liter flask equipped with a stirrer, a thermometer and a condenser tube was charged with 147.0 g (1.00 mole) of 1,4-dichlorobenzene and 67.9 g (0.10 mole) of an aqueous solution of 50 wt % tetra-n-butylphosphonium bromide. 233.6 g (1.00 mole) of an aqueous solution of 30 wt % sodium thiomethoxide was added dropwise at 80° C. over a period of 6 hours. After addition, the mixture was reacted at the same temperature for 10 hours. After completion of reaction, 157.4 g of a crude 1-meth...